Dataset: the Open Reaction Database (ORD), a public repository of structured organic reaction records. Task: describe an organic reaction: reactants, conditions, products, and yield The reactants are FC(C1=CC=C(C=C1)C1NCCC2=CC=CC=C12)(F)F (1-(4-(trifluoromethyl)phenyl)-1,2,3,4-tetrahydroisoquinoline), CCN(C(C)C)C(C)C (DIEA), N(=C=O)C(C)C (2-isocyanatopropane). The solvent is C(Cl)Cl (DCM). Yields the product C(C)(C)NC(=O)N1C(C2=CC=CC=C2CC1)C1=CC=C(C=C1)C(F)(F)F (N-Isopropyl-1-(4-(trifluoromethyl)phenyl)-3,4-dihydroisoquinoline-2(1H)-carboxamide). Reaction SMILES: [F:1][C:2]([F:20])([F:19])[C:3]1[CH:8]=[CH:7][C:6]([CH:9]2[C:18]3[C:13](=[CH:14][CH:15]=[CH:16][CH:17]=3)[CH2:12][CH2:11][NH:10]2)=[CH:5][CH:4]=1.CCN(C(C)C)C(C)C.[N:30]([CH:33]([CH3:35])[CH3:34])=[C:31]=[O:32]>C(Cl)Cl>[CH:33]([NH:30][C:31]([N:10]1[CH2:11][CH2:12][C:13]2[C:18](=[CH:17][CH:16]=[CH:15][CH:14]=2)[CH:9]1[C:6]1[CH:5]=[CH:4][C:3]([C:2]([F:1])([F:19])[F:20])=[CH:8][CH:7]=1)=[O:32])([CH3:35])[CH3:34]. Procedure: To a solution of 1-(4-(trifluoromethyl)phenyl)-1,2,3,4-tetrahydroisoquinoline (70 mg, 0.252 mmol, example 9 (step 3) and DIEA (44 μL, 0.252 mmol) in DCM (1.6 mL) was added 2-isocyanatopropane (25 μL, 0.252 mmol). The resulting mixture was reacted under the same conditions as described for example 10 to give the title compound as a white solid. MS (ESI, positive ion) m/z: 363 (M+H). Starting materials: C(=O)([O-])[O-].[K+].[K+] (K2CO3), [Si](C)(C)(C(C)(C)C)OCC1=NC=CC(=C1)Cl (2-(((Tert-butyldimethylsilyl)oxy)methyl)-4-chloropyridine), [I-].[Na+] (sodium iodide), C(C)(=O)Cl (acetyl chloride). Solvent: C(C)#N (acetonitrile). The product is IC1=CC(=NC=C1)C (4-Iodo-2-methylpyridine), IC1=CC(=NC=C1)COC(C)=O ((4-iodo-2-pyridyl)methylacetate). The yield is 45.0%. Reaction SMILES: [Si]([O:8][CH2:9][C:10]1[CH:15]=[C:14](Cl)[CH:13]=[CH:12][N:11]=1)(C(C)(C)C)(C)C.[I-:17].[Na+].[C:19](Cl)(=[O:21])[CH3:20].C([O-])([O-])=O.[K+].[K+]>C(#N)C>[I:17][C:14]1[CH:13]=[CH:12][N:11]=[C:10]([CH3:9])[CH:15]=1.[I:17][C:14]1[CH:13]=[CH:12][N:11]=[C:10]([CH2:9][O:8][C:19](=[O:21])[CH3:20])[CH:15]=1 |f:1.2,4.5.6|. Procedure: 2-(((Tert-butyldimethylsilyl)oxy)methyl)-4-chloropyridine (600 mg, 2.33 mmol), dry sodium iodide (5 g) and freshly distilled acetyl chloride (0.7 mL, 9.78 mmol) in 6 mL of anhydrous acetonitrile were refluxed under nitrogen for 33 hours. Aqueous 10% K2CO3/5% NaHSO3 was added and the mixture extracted three times with chloroform. After drying (Na2SO4) and evaporation of the chloroform, flash chromatography (hexane/EtOAc 9:1) yielded 110 mg (22%) of 4-Iodo-2-methylpyridine as a white solid and 290... Reactants: BrBr (Bromine), C1(=CC=CC=C1)P(C1=CC=CC=C1)C1=CC=CC=C1 (triphenylphosphine), C1(=CC=C(C=C1)CCO)C1=CC=CC=C1 (2-(4-biphenylyl)ethanol). The solvent is C(C)#N (acetonitrile), C(C)#N (acetonitrile). Reaction conditions: time 5 minute. The product is C1(=CC=C(C=C1)CCBr)C1=CC=CC=C1 (2-(4-bipenylyl)ethylbromide). RXN SMILES: [Br:1]Br.C1(P(C2C=CC=CC=2)C2C=CC=CC=2)C=CC=CC=1.[C:22]1([C:31]2[CH:36]=[CH:35][CH:34]=[CH:33][CH:32]=2)[CH:27]=[CH:26][C:25]([CH2:28][CH2:29]O)=[CH:24][CH:23]=1>C(#N)C>[C:22]1([C:31]2[CH:36]=[CH:35][CH:34]=[CH:33][CH:32]=2)[CH:27]=[CH:26][C:25]([CH2:28][CH2:29][Br:1])=[CH:24][CH:23]=1. Procedure: Bromine (1.5 ml) was added dropwise to an acetonitrile (60 ml) solution of triphenylphosphine (5 g). After stirring for 5 minutes, an acetonitrile solution (30 ml) of 2-(4-biphenylyl)ethanol (5 g) was added to the reaction mixture. The reaction mixture was stirred at room temperature for one hour and concentrated. Diethyl ether was added to the residue. The supernatant was collected, then dried and concentrated. The residue was purified by silica gel column chromatography (eluent: IPE) to obtain...